Dataset: the Open Reaction Database (ORD), a public repository of structured organic reaction records. Task: describe an organic reaction: reactants, conditions, products, and yield Starting materials: [H-].[Na+] (sodium hydride), Cl (hyrochloric acid), CC1CCC(CC1)=O (4-methylcyclohexanone), COCC(=O)OCC (ethyl methoxyacetate). Solvent: C1=CC=CC=C1 (benzene), O (water). Reaction conditions: time 2 hour. Yields the product COCC(=O)C1C(CCC(C1)C)=O (2-methoxyacetyl-4-methylcyclohexanone). The yield is 87.9%. Reaction SMILES: [H-].[Na+].[CH3:3][CH:4]1[CH2:9][CH2:8][C:7](=[O:10])[CH2:6][CH2:5]1.[CH3:11][O:12][CH2:13][C:14](OCC)=[O:15].Cl>C1C=CC=CC=1.O>[CH3:11][O:12][CH2:13][C:14]([CH:6]1[CH2:5][CH:4]([CH3:3])[CH2:9][CH2:8][C:7]1=[O:10])=[O:15] |f:0.1|. Procedure details: In 50 ml of benzene was suspended 2.5 g of 60% sodium hydride. While cooling the suspension, a mixture of 5.6 g of 4-methylcyclohexanone and 5.4 g of ethyl methoxyacetate was dropwise added thereto. After stirring at room temperature for 2 hours, 20 ml of water was added thereto and the pH was rendered 3 with concentrated hyrochloric acid. The benzene phase was separated and the aqueous phase was extracted with ether. The benzene solution and the ether solution were combined with each other foll...